From a dataset of the Open Reaction Database (ORD), a public repository of structured organic reaction records. describe an organic reaction: reactants, conditions, products, and yield Starting materials: [O-]S(=O)(=O)[O-].[Mg+2] (MgSO4), Mg(OH)2. Solvent: O (water). Yields the product S(=O)=O (sulfur dioxide), S(=O)([O-])[O-].[Mg+2].S([O-])(O)=O (magnesium sulfite bisulfite). Reaction SMILES: [O-:1][S:2]([O-])(=[O:4])=[O:3].[Mg+2:6]>O>[S:2](=[O:3])=[O:1].[S:2]([O-:4])([O-:3])=[O:1].[Mg+2:6].[S:2](=[O:1])([OH:4])[O-:3] |f:0.1,4.5.6|. Procedure details: An important advantageous feature of the process of the present invention is the fact that the magnesium values in the water treatment liquors can be readily recovered as magnesium oxide and recycled to the process. This was demonstrated in Example 1 as follows. The spent sulfite liquor ("red water") separated from the purified TNT was combined with the acid wash layer and the resulting mixture (pH 8.3) was neutralized to pH 7.2 with sulfuric acid and evaporated to dryness, yielding 5.9 grams of... The reactants are O (water), COC(=O)C1(CCC(CC1)C)NC(C1=CC(=C(C=C1)OCCC=1C=C(C=CC1)C)C(C(F)(F)F)O)=O (4-Methyl-1-[4-(2-m-tolyl-ethoxy)-3-(2,2,2-trifluoro-1-hydroxy-ethyl)-benzoylamino]-cyclohexanecarboxylic acid methyl ester), [OH-].[Li+] (lithium hydroxide), O (water). Solvent: CO (methanol). Reaction conditions: time 30 minute. Product: CC1CCC(CC1)(C(=O)O)NC(C1=CC(=C(C=C1)OCCC=1C=C(C=CC1)C)C(C(F)(F)F)O)=O (4-Methyl-1-[4-(2-m-tolyl-ethoxy)-3-(2,2,2-trifluoro-1-hydroxy-ethyl)-benzoylamino]-cyclohexanecarboxylic acid). Yield: 83.5%. As a reaction SMILES: C[O:2][C:3]([C:5]1([NH:12][C:13](=[O:36])[C:14]2[CH:19]=[CH:18][C:17]([O:20][CH2:21][CH2:22][C:23]3[CH:24]=[C:25]([CH3:29])[CH:26]=[CH:27][CH:28]=3)=[C:16]([CH:30]([OH:35])[C:31]([F:34])([F:33])[F:32])[CH:15]=2)[CH2:10][CH2:9][CH:8]([CH3:11])[CH2:7][CH2:6]1)=[O:4].[OH-].[Li+].O>CO>[CH3:11][CH:8]1[CH2:7][CH2:6][C:5]([NH:12][C:13](=[O:36])[C:14]2[CH:19]=[CH:18][C:17]([O:20][CH2:21][CH2:22][C:23]3[CH:24]=[C:25]([CH3:29])[CH:26]=[CH:27][CH:28]=3)=[C:16]([CH:30]([OH:35])[C:31]([F:32])([F:33])[F:34])[CH:15]=2)([C:3]([OH:4])=[O:2])[CH2:10][CH2:9]1 |f:1.2|. Reported procedure: 170 mg of 4-Methyl-1-[4-(2-m-tolyl-ethoxy)-3-(2,2,2-trifluoro-1-hydroxy-ethyl)-benzoylamino]-cyclohexanecarboxylic acid methyl ester and 28 mg of lithium hydroxide were stirred in 50 ml of methanol and 1 ml of water for 5 h at 40° C. The reaction mixture was then diluted using 10 ml of water, the methanol evaporated and acidified to pH=2 using aqueous NaHSO4-solution. The mixture was then stirred for 30 minutes at room temperature, the product isolated by filtration and dried in vacuo to yield 1...